Dataset: the Open Reaction Database (ORD), a public repository of structured organic reaction records. Task: describe an organic reaction: reactants, conditions, products, and yield Starting materials: COC1=NC(=CC=C1C1=N[C@@H]2CC[C@H](C[C@@H]2C2=CC(=C(C=C12)OC)OCC)O)OC ((2R,4aR,10bR)-6-(2,6-Dimethoxy-pyridin-3-yl)-9-eth oxy-8-methoxy-1,2,3,4,4a,10b-hexahydro-phenanthridin-2-ol), C1(=CC=C(C=C1)S(=O)(=O)O)C (p-toluenesulfonic acid). Run in CC(C)O (2-propanol). Reaction conditions: temperature 60 celsius. Product: S(=O)(=O)(C1=CC=C(C)C=C1)O[C@H]1C[C@@H]2C3=CC(=C(C=C3C(=N[C@@H]2CC1)C=1C(=NC(=CC1)OC)OC)OC)OCC ((2R,4aR,10bR)-6-(2,6-Dimethoxy-pyridin-3-yl)-9-ethoxy-8-methoxy-1,2,3,4,4a,10b-hexahydro-phenanthridin-2-ol tosylate). The yield is 97.1%. RXN SMILES: [CH3:1][O:2][C:3]1[C:8]([C:9]2[C:22]3[C:17](=[CH:18][C:19]([O:25][CH2:26][CH3:27])=[C:20]([O:23][CH3:24])[CH:21]=3)[C@@H:16]3[C@@H:11]([CH2:12][CH2:13][C@@H:14]([OH:28])[CH2:15]3)[N:10]=2)=[CH:7][CH:6]=[C:5]([O:29][CH3:30])[N:4]=1.[C:31]1([CH3:41])[CH:36]=[CH:35][C:34]([S:37](O)(=[O:39])=[O:38])=[CH:33][CH:32]=1>CC(O)C>[S:37]([O:28][C@@H:14]1[CH2:13][CH2:12][C@@H:11]2[C@@H:16]([C:17]3[C:22]([C:9]([C:8]4[C:3]([O:2][CH3:1])=[N:4][C:5]([O:29][CH3:30])=[CH:6][CH:7]=4)=[N:10]2)=[CH:21][C:20]([O:23][CH3:24])=[C:19]([O:25][CH2:26][CH3:27])[CH:18]=3)[CH2:15]1)([C:34]1[CH:35]=[CH:36][C:31]([CH3:41])=[CH:32][CH:33]=1)(=[O:39])=[O:38]. Procedure details: (2R,4aR,10bR)-6-(2,6-Dimethoxy-pyridin-3-yl)-9-eth oxy-8-methoxy-1,2,3,4,4a,10b-hexahydro-phenanthridin-2-ol (1.5 g; 3.6 mmol) is dissolved in 9 ml of 2-propanol. The solution is heated up to 60° C. 723 mg (3.8 mmol) of p-toluenesulfonic acid are added. The solution is cooled down to room temperature and stirred over night. From a part of the solution seed crystals are produced and added to the remaining solution. The crystals are filtered off and dried to obtain 1.98 g (94%) of the title compou... Yields the product Cl.ClC1=C(C=CC=C1)C1CN=C2N1CCN2 (5-(o-chlorophenyl)-2,3,5,6-tetrahydro-1H-imidazo[1,2-a]imidazole hydrochloride). The solvent is CO (methanol), CO (methanol). As a reaction SMILES: Cl.[NH2:2][C:3]1[N:4]([CH2:15][CH2:16]Cl)[CH:5]([C:8]2[CH:13]=[CH:12][CH:11]=[CH:10][C:9]=2[Cl:14])[CH2:6][N:7]=1.[Na]>CO>[ClH:14].[Cl:14][C:9]1[CH:10]=[CH:11][CH:12]=[CH:13][C:8]=1[CH:5]1[N:4]2[CH2:15][CH2:16][NH:2][C:3]2=[N:7][CH2:6]1 |f:0.1,4.5,^1:17|. Reported procedure: To a stirred solution of 4.6 parts of 2-amino-1-(2-chloroethyl)-5-(o-chlorophenyl)-2-imidazoline hydrochloride in 12 parts of methanol is added a solution of 0.725 parts of sodium in 12 parts of methanol. The whole is stirred and refluxed for 1 hr. 30 minutes. The reaction mixture is evaporated and to the residue is added 50 parts of water and a small amount of a 10N sodium hydroxide solution. The product is extracted twice with 40 parts of methylene chloride. The combined extracts are dried, fi... Reactants: Cl.NC=1N(C(CN1)C1=C(C=CC=C1)Cl)CCCl (2-amino-1-(2-chloroethyl)-5-(o-chlorophenyl)-2-imidazoline hydrochloride), [Na] (sodium). Starting materials: C(C1=CC=CC=C1)OC(=O)C1CC2=CC=C(C=C2CC1)OCC1=CC=CC=C1 (6-Benzyloxy-1,2,3,4-tetrahydro-naphthalene-2-carboxylic Acid Benzyl Ester), [OH-].[K+] (potassium hydroxide). Solvent: O.C(C)O (water ethanol). Product: C(C1=CC=CC=C1)OC=1C=C2CCC(CC2=CC1)C(=O)O (6-Benzyloxy-1,2,3,4-tetrahydro-naphthalene-2-carboxylic Acid). The yield is 95.0%. RXN SMILES: C([O:8][C:9]([CH:11]1[CH2:20][CH2:19][C:18]2[C:13](=[CH:14][CH:15]=[C:16]([O:21][CH2:22][C:23]3[CH:28]=[CH:27][CH:26]=[CH:25][CH:24]=3)[CH:17]=2)[CH2:12]1)=[O:10])C1C=CC=CC=1.[OH-].[K+]>O.C(O)C>[CH2:22]([O:21][C:16]1[CH:17]=[C:18]2[C:13](=[CH:14][CH:15]=1)[CH2:12][CH:11]([C:9]([OH:10])=[O:8])[CH2:20][CH2:19]2)[C:23]1[CH:24]=[CH:25][CH:26]=[CH:27][CH:28]=1 |f:1.2,3.4|. Procedure: A solution of 6-benzyloxy-1,2,3,4-tetrahydro-naphthalene-2-carboxylic acid benzyl ester (30) (1 equi.) and potassium hydroxide (3.5 equi.) in water-ethanol (1:1) (25 mL/mmole) was stirred at 80 C temperature for 2 h, cooled to room temperature, and quenched with hydrochloric acid (5%), the resulting white solid was filtered, washed with water, and dried under vacuum to give 6-benzyloxy-1,2,3,4-tetrahydro-naphthalene-2-carboxylic acid (31) as a white solid (95%). Starting materials: ClC1=NC(=NC(=N1)N1CCOCC1)N1CCOCC1 (4,4′-(6-chloro-1,3,5-triazine-2,4-diyl)dimorpholine), FC=1C=NC=C(C1)B1OC(C)(C)C(C)(C)O1 (3-fluoropyridine-5-boronic acid pinacol ester). The solvent is CCCCCC.C(C)(=O)OCC (hexane ethyl acetate). The product is FC=1C=C(C=NC1)C1=NC(=NC(=N1)N1CCOCC1)N1CCOCC1 (4,4′-(6-(5-fluoropyridin-3-yl)-1,3,5-triazine-2,4-diyl)dimorpholine). Yield: 31.0%. As a reaction SMILES: Cl[C:2]1[N:7]=[C:6]([N:8]2[CH2:13][CH2:12][O:11][CH2:10][CH2:9]2)[N:5]=[C:4]([N:14]2[CH2:19][CH2:18][O:17][CH2:16][CH2:15]2)[N:3]=1.[F:20][C:21]1[CH:22]=[N:23][CH:24]=[C:25](B2OC(C)(C)C(C)(C)O2)[CH:26]=1>CCCCCC.C(OCC)(=O)C>[F:20][C:21]1[CH:26]=[C:25]([C:2]2[N:7]=[C:6]([N:8]3[CH2:13][CH2:12][O:11][CH2:10][CH2:9]3)[N:5]=[C:4]([N:14]3[CH2:19][CH2:18][O:17][CH2:16][CH2:15]3)[N:3]=2)[CH:24]=[N:23][CH:22]=1 |f:2.3|. Reported procedure: Following the general procedure A, 4,4′-(6-chloro-1,3,5-triazine-2,4-diyl)dimorpholine was coupled with 3-fluoropyridine-5-boronic acid pinacol ester with reaction time of 15 h. Chromatography (hexane/ethyl acetate 1:1) gave the 31% of the title compound. Starting materials: BrC=1C=CC(=C(C=O)C1)F (5-bromo-2-fluorobenzaldehyde), C(C)C1NCCCC1 (2-ethylpiperidine), C([O-])([O-])=O.[Na+].[Na+] (sodium carbonate). Solvent: CS(=O)C (dimethyl sulfoxide), O (water), O (water). Conditions: temperature 110 celsius. The product is BrC=1C=CC(=C(C=O)C1)N1C(CCCC1)CC (5-bromo-2-(2-ethylpiperidin-1-yl)benzaldehyde). Reaction SMILES: [Br:1][C:2]1[CH:3]=[CH:4][C:5](F)=[C:6]([CH:9]=1)[CH:7]=[O:8].[CH2:11]([CH:13]1[CH2:18][CH2:17][CH2:16][CH2:15][NH:14]1)[CH3:12].C(=O)([O-])[O-].[Na+].[Na+]>CS(C)=O.O>[Br:1][C:2]1[CH:3]=[CH:4][C:5]([N:14]2[CH2:15][CH2:16][CH2:17][CH2:18][CH:13]2[CH2:11][CH3:12])=[C:6]([CH:9]=1)[CH:7]=[O:8] |f:2.3.4|. Reported procedure: To a solution of 5-bromo-2-fluorobenzaldehyde (20 g, 0.099 mol) in dimethyl sulfoxide (230 mL) and water (70 mL), were added 2-ethylpiperidine (14.4 mL, 0.1083 mol) and sodium carbonate (20.88 g, 0.197 mol). The resulting mixture was heated at 110° C. for a period of 30 h. The reaction mixture was cooled to room temperature, diluted with water (1000 mL), extracted by methyl tert-butyl ether (2×500 mL), dried using sodium sulphate and concentrated under reduced pressure. The resulting crude was p... The reactants are [Al+3], [H-], [H-], [H-], [H-], [Li+], [Na+], C1CCOC1, [OH-], O, NC(=O)C1(c2ccccc2)CCN(Cc2ccccc2)C1. Yields the product NCC1(c2ccccc2)CCN(Cc2ccccc2)C1. Reaction SMILES: [Al+3:23].[H-:22].[H-:25].[H-:26].[H-:27].[Li+:24].[Na+:30].[O:31]1[CH2:32][CH2:33][CH2:34][CH2:35]1.[OH-:29].[OH2:28].[c:1]1([C:7]2([C:19](=[O:20])[NH2:21])[CH2:8][N:9]([CH2:12][c:13]3[cH:14][cH:15][cH:16][cH:17][cH:18]3)[CH2:10][CH2:11]2)[cH:2][cH:3][cH:4][cH:5][cH:6]1>>[c:1]1([C:7]2([CH2:19][NH2:21])[CH2:8][N:9]([CH2:12][c:13]3[cH:14][cH:15][cH:16][cH:17][cH:18]3)[CH2:10][CH2:11]2)[cH:2][cH:3][cH:4][cH:5][cH:6]1. Reactants: BrC=1C(=C(C(=NC1)N)[N+](=O)[O-])Cl (5-bromo-4-chloro-3-nitro-pyridin-2-ylamine), C(C)(C)N(CC)C(C)C (diisopropylethylamine), O(C1=CC=CC=C1)CC(=O)N1CCNCC1 (2-phenoxy-1-(piperazin-1-yl)ethanone), Cl (HCl). Solvent: C(C)(C)O (isopropanol), C(C)(C)O (isopropanol). Run at temperature 45 celsius. Yields the product NC1=NC=C(C(=C1[N+](=O)[O-])N1CCN(CC1)C(COC1=CC=CC=C1)=O)Br (1-(4-(2-amino-5-bromo-3-nitropyridin-4-yl)piperazin-1-yl)-2-phenoxyethanone), solid. Yield: 75.0%. As a reaction SMILES: [Br:1][C:2]1[C:3](Cl)=[C:4]([N+:9]([O-:11])=[O:10])[C:5]([NH2:8])=[N:6][CH:7]=1.[O:13]([CH2:20][C:21]([N:23]1[CH2:28][CH2:27][NH:26][CH2:25][CH2:24]1)=[O:22])[C:14]1[CH:19]=[CH:18][CH:17]=[CH:16][CH:15]=1.Cl.C(N(C(C)C)CC)(C)C>C(O)(C)C>[NH2:8][C:5]1[C:4]([N+:9]([O-:11])=[O:10])=[C:3]([N:26]2[CH2:25][CH2:24][N:23]([C:21](=[O:22])[CH2:20][O:13][C:14]3[CH:15]=[CH:16][CH:17]=[CH:18][CH:19]=3)[CH2:28][CH2:27]2)[C:2]([Br:1])=[CH:7][N:6]=1. Procedure details: To a mixture of 5-bromo-4-chloro-3-nitro-pyridin-2-ylamine (0.126 g, 0.50 mmol) and isopropanol (9 ml) was added 2-phenoxy-1-(piperazin-1-yl)ethanone×HCl (0.141 g, 0.55 mmol) followed by diisopropylethylamine (0.20 ml, 1.10 mmol). The reaction mixture was heated at 45° C. for 22 h, then allowed to cool to room temperature and diluted with isopropanol (4 ml). The precipitate was collected by filtration and washed with isopropanol and diethyl ether. The title compound was thus obtained as a yellow...